This data is from the Open Reaction Database (ORD), a public repository of structured organic reaction records. The task is: describe an organic reaction: reactants, conditions, products, and yield Reactants: CC(C)(C)[SiH2]OC(C)(C)c1cn(-c2ccc(F)cc2)cn1, [Li]CCCC, C1CCOC1, CCCCCC, CI. Yields the product Cc1nc(C(C)(C)O[SiH2]C(C)(C)C)cn1-c1ccc(F)cc1. RXN SMILES: [C:1]([CH3:2])([CH3:3])([CH3:4])[SiH2:5][O:6][C:7]([c:8]1[n:9][cH:10][n:11](-[c:13]2[cH:14][cH:15][c:16]([F:19])[cH:17][cH:18]2)[cH:12]1)([CH3:20])[CH3:21].[CH2:22]([Li:23])[CH2:24][CH2:25][CH3:26].[CH2:29]1[O:30][CH2:31][CH2:32][CH2:33]1.[CH3:34][CH2:35][CH2:36][CH2:37][CH2:38][CH3:39].[I:27][CH3:28]>>[C:1]([CH3:2])([CH3:3])([CH3:4])[SiH2:5][O:6][C:7]([c:8]1[n:9][c:10]([CH3:22])[n:11](-[c:13]2[cH:14][cH:15][c:16]([F:19])[cH:17][cH:18]2)[cH:12]1)([CH3:20])[CH3:21]. Reactants: O=Cc1ccc(F)c(Br)c1, CS(C)=O, CS(=O)O, [Na], O. Product: CS(=O)(=O)c1ccc(C=O)cc1Br. As a reaction SMILES: [Br:1][c:2]1[cH:3][c:4]([CH:5]=[O:6])[cH:7][cH:8][c:9]1[F:10].[CH3:11][S:12]([CH3:13])=[O:14].[CH3:16][S:17](=[O:18])[OH:19].[Na:15].[OH2:20]>>[Br:1][c:2]1[cH:3][c:4]([CH:5]=[O:6])[cH:7][cH:8][c:9]1[S:17]([CH3:16])(=[O:18])=[O:19]. The reactants are C(CC)N (n-propylamine), ClC1=CC=C(C(=C1N1C(=O)C2=NC(=CC=C2C1=O)C)C#N)C (N-(6-Chloro-2-cyano-3-methylphenyl)-6-methylpyridine-2,3-dicarboximide). Solvent: O1CCCC1 (tetrahydrofuran). Run at time 12 hour. Yields the product C(CC)NC(=O)C1=NC(=CC=C1C(=O)NC1=C(C(=CC=C1Cl)C)C#N)C (3-(6-chloro-2-cyano-3-methylphenyl)aminocarbonyl-6-methyl-pyridine-2-carboxylic acid N-n-propylamide). As a reaction SMILES: [CH2:1]([NH2:4])[CH2:2][CH3:3].[Cl:5][C:6]1[C:11]([N:12]2[C:21](=[O:22])[C:20]3[C:15](=[N:16][C:17]([CH3:23])=[CH:18][CH:19]=3)[C:13]2=[O:14])=[C:10]([C:24]#[N:25])[C:9]([CH3:26])=[CH:8][CH:7]=1>O1CCCC1>[CH2:1]([NH:4][C:13]([C:15]1[C:20]([C:21]([NH:12][C:11]2[C:6]([Cl:5])=[CH:7][CH:8]=[C:9]([CH3:26])[C:10]=2[C:24]#[N:25])=[O:22])=[CH:19][CH:18]=[C:17]([CH3:23])[N:16]=1)=[O:14])[CH2:2][CH3:3]. Reported procedure: 0.46 g (7.699 mmol) of n-propylamine was added with stirring at 22° C. to a mixture of 0.6 g (1.92 mmol) of the compound from example 11 in 30 ml of tetrahydrofuran and stirred for 12 h. The reaction mixture was concentrated in vacuo and the residue was stirred with diisopropyl ether/diethyl ether 20:1. After filtering off with suction and drying, 0.6 g (82.4% of theory) of the title compound were obtained as colorless crystals of m.p. 129-131° C. Reaction SMILES: [ClH:1].[CH3:2][N:3]([CH2:5][CH:6]1[CH2:11][CH:10]([O:12][CH2:13][CH:14]([CH3:16])[CH3:15])[CH2:9][CH2:8][C:7]1=[O:17])[CH3:4].Br[C:19]1[CH:24]=[CH:23][CH:22]=[C:21]([O:25][CH3:26])[CH:20]=1>>[ClH:1].[CH3:4][N:3]([CH2:5][CH:6]1[CH2:11][CH:10]([O:12][CH2:13][CH:14]([CH3:15])[CH3:16])[CH2:9][CH2:8][C:7]1([C:19]1[CH:24]=[CH:23][CH:22]=[C:21]([O:25][CH3:26])[CH:20]=1)[OH:17])[CH3:2] |f:0.1,3.4|. Reactants: Cl.CN(C)CC1C(CCC(C1)OCC(C)C)=O (2-dimethylaminomethyl-4-isobutoxy-cyclohexanone hydrochloride), BrC1=CC(=CC=C1)OC (1-bromo-3-methoxy-benzene). Isolated yield 38.0%. Procedure details: The base of compound (22) was reacted with 1-bromo-3-methoxy-benzene corresponding to the conditions described in Example 1. The base obtained was purified with 1:1 ethyl acetate/methanol via a silica gel column, and was taken up in ether. After adding trimethylchlorosilane/water, compound (20) was obtained in a yield of 38% theoretical. Yields the product Cl.CN(C)CC1C(CCC(C1)OCC(C)C)(O)C1=CC(=CC=C1)OC ((1RS,2RS,4SR)-2-dimethylaminomethyl-4-isobutoxy-1-(3-methoxy-phenyl)-cyclohexanol hydrochloride). Reactants: CC(=O)O[BH-](OC(C)=O)OC(C)=O, Cn1ncc2c1Nc1ccccc1N(C(=O)C1CCC(CNC(=O)C3CCNCC3)CC1)C2, CC(C)C=O, CCN(C(C)C)C(C)C, ClCCCl, Cl, [Na+], CN(C)C=O. The product is CC(C)CN1CCC(C(=O)NCC2CCC(C(=O)N3Cc4cnn(C)c4Nc4ccccc43)CC2)CC1. RXN SMILES: [C:40]([O:41][BH-:42]([O:43][C:44](=[O:45])[CH3:46])[O:47][C:48](=[O:49])[CH3:50])(=[O:51])[CH3:52].[CH3:7][n:8]1[n:9][cH:10][c:11]2[c:17]1[NH:16][c:15]1[c:14]([cH:21][cH:20][cH:19][cH:18]1)[N:13]([C:22](=[O:23])[CH:24]1[CH2:25][CH2:26][CH:27]([CH2:30][NH:31][C:32](=[O:33])[CH:34]3[CH2:35][CH2:36][NH:37][CH2:38][CH2:39]3)[CH2:28][CH2:29]1)[CH2:12]2.[CH:1]([CH:2]([CH3:3])[CH3:4])=[O:5].[CH:58]([N:59]([CH2:60][CH3:61])[CH:62]([CH3:63])[CH3:64])([CH3:65])[CH3:66].[Cl:54][CH2:55][CH2:56][Cl:57].[ClH:6].[Na+:53].[O:67]=[CH:68][N:69]([CH3:70])[CH3:71]>>[CH2:1]([CH:2]([CH3:3])[CH3:4])[N:37]1[CH2:36][CH2:35][CH:34]([C:32]([NH:31][CH2:30][CH:27]2[CH2:26][CH2:25][CH:24]([C:22]([N:13]3[CH2:12][c:11]4[cH:10][n:9][n:8]([CH3:7])[c:17]4[NH:16][c:15]4[c:14]3[cH:21][cH:20][cH:19][cH:18]4)=[O:23])[CH2:29][CH2:28]2)=[O:33])[CH2:39][CH2:38]1. The reactants are C1(=CC=CC=C1)C(C1=CC=CC=C1)OC(=O)C1=C(CS[C@H]2N1C([C@H]2NC(\C(=N/OCC=C)\C=2N=C(SC2)NC(=O)OC(C)(C)C)=O)=O)SCSC=2N=NNC2 (7β-[(Z)-2-(2-t-butoxycarbonylaminothiazol -4-yl)- 2-(2-propenyloxyimino)acetamido]-3-(1,2,3-triazol-4-ylthiomethylthio)-3- cephem-4-carboxylic acid diphenylmethyl ester), Cl (hydrochloric acid), [Cl-].[Al+3].[Cl-].[Cl-] (aluminum chloride), C(C)O (ethanol). Solvent: C1(=CC=CC=C1)OC (anisole), [N+](=O)([O-])C (nitromethane), O (water), C1(=CC=CC=C1)OC (anisole). Reaction conditions: time 50 minute. Yields the product NC=1SC=C(N1)/C(/C(=O)N[C@H]1[C@@H]2N(C(=C(CS2)SCSC=2N=NNC2)C(=O)O)C1=O)=N/OCC=C (7β-[(Z)-2-(2-aminothiazol-4-yl)-2-(2-propenyloxyimino)acetamido]-3-(1,2,3-triazol-4-ylthiomethylthio) -3-cephem-4-carboxylic acid). The yield is 49.8%. As a reaction SMILES: C1(C([O:14][C:15]([C:17]2[N:22]3[C:23](=[O:47])[C@@H:24]([NH:25][C:26](=[O:46])/[C:27](/[C:33]4[N:34]=[C:35]([NH:38]C(OC(C)(C)C)=O)[S:36][CH:37]=4)=[N:28]\[O:29][CH2:30][CH:31]=[CH2:32])[C@H:21]3[S:20][CH2:19][C:18]=2[S:48][CH2:49][S:50][C:51]2[N:52]=[N:53][NH:54][CH:55]=2)=[O:16])C2C=CC=CC=2)C=CC=CC=1.[Cl-].[Al+3].[Cl-].[Cl-].C(O)C.Cl>C1(OC)C=CC=CC=1.[N+](C)([O-])=O.O>[NH2:38][C:35]1[S:36][CH:37]=[C:33](/[C:27](=[N:28]/[O:29][CH2:30][CH:31]=[CH2:32])/[C:26]([NH:25][C@@H:24]2[C:23](=[O:47])[N:22]3[C:17]([C:15]([OH:16])=[O:14])=[C:18]([S:48][CH2:49][S:50][C:51]4[N:52]=[N:53][NH:54][CH:55]=4)[CH2:19][S:20][C@H:21]23)=[O:46])[N:34]=1 |f:1.2.3.4|. Procedure: To a solution of 7β-[(Z)-2-(2-t-butoxycarbonylaminothiazol -4-yl)- 2-(2-propenyloxyimino)acetamido]-3-(1,2,3-triazol-4-ylthiomethylthio)-3- cephem-4-carboxylic acid diphenylmethyl ester (376 mg : 0.46 mMol.) in a mixture of anisole (1.5 ml) and nitromethane (6 ml) at -30° C. is added a solution of aluminum chloride (0.37 g : 2.8 mMol.) in anisole (1.5 ml), and the mixture is stirred for 50 minutes. The reaction mixture is mixed with ethanol (2 ml) and stirred at the same temperature for 5 minute... Reactants: CC(=O)CC=1C=CC(=CC1)O (p-hydroxyphenylacetone), [H-].[Na+] (sodium hydride), ClCCCI (1-chloro-3-iodopropane). Run in CN(C=O)C (dimethylformamide), CCCCCC (hexane), C(C)OCC (diethyl ether). Run at time 3 minute. Product: ClCCCOC1=CC=C(C=C1)CC(C)=O (4-(3-chloropropoxy)phenylacetone). Reaction SMILES: [CH3:1][C:2]([CH2:4][C:5]1[CH:6]=[CH:7][C:8]([OH:11])=[CH:9][CH:10]=1)=[O:3].[H-].[Na+].[Cl:14][CH2:15][CH2:16][CH2:17]I>CN(C)C=O.CCCCCC.C(OCC)C>[Cl:14][CH2:15][CH2:16][CH2:17][O:11][C:8]1[CH:7]=[CH:6][C:5]([CH2:4][C:2](=[O:3])[CH3:1])=[CH:10][CH:9]=1 |f:1.2|. Reported procedure: A 4.50 g portion of p-hydroxyphenylacetone, prepared above, was dissolved in 80 mL of anhydrous dimethylformamide under a dry nitrogen atmosphere. With stirring 1.26 g of sodium hydride (as a 60% dispersion in oil) was added to the solution. After 3 minutes, 9.40 g of 1-chloro-3-iodopropane was quickly added. After stirring for approximately 18 hours, the reactionwas diluted with 300 mL hexane and 100 mL diethyl ether. The resulting mixture was washed with distilled water, 5% sodium hydroxide so... Reactants: C[Si](C#CC(CCC(=O)OC)N=CC1=CC=CC=C1)(C)C (methyl 6-(trimethylsilyl)-4-(benzylideneamino)-5-hexynoate), [Cl-].[NH4+] (ammonium chloride), [Na] (sodium), C[O-].[Na+] (sodium methoxide). Run in CO (methanol), CCOCC (ether), CO (methanol). Run at temperature 0 celsius, time 3.5 hour. Product: NC(CCC(=O)OC)C#C (Methyl 4-amino-5-hexynoate). As a reaction SMILES: [Na].C[Si](C)(C)[C:4]#[C:5][CH:6]([N:13]=CC1C=CC=CC=1)[CH2:7][CH2:8][C:9]([O:11][CH3:12])=[O:10].C[O-].[Na+].[Cl-].[NH4+]>CO.CCOCC>[NH2:13][CH:6]([C:5]#[CH:4])[CH2:7][CH2:8][C:9]([O:11][CH3:12])=[O:10] |f:2.3,4.5,^1:0|. Procedure details: 0.1 g of sodium was dissolved in 10 ml of methanol, under nitrogen. 1.5 g of 3A was stirred in 12 ml of dry methanol at 0° C. under nitrogen and 0.23 ml of the sodium methoxide solution was added drop-by-drop at 0° C. The resulting mixture was stirred at 0° C. for 3.5 hours, then stored in a freezer over a week-end. Then 30 mg of ammonium chloride was added, the mixture was stirred for 15 minutes at 0° C., stripped to a mush, slurried with ether and filtered. The ether was evaporated from the fi... Starting materials: O[Li].O (LiOH.H2O), COC(CCC#CC1=C2/C(/C(NC2=CC=C1)=O)=C/C=1NC=CC1OC)=O ((Z)-5-[2,3-dihydro-3-[(3-methoxy-1H-pyrrol-2-yl)methylene]-2-oxo-1H-indol-4-yl]-4-pentynoic acid methyl ester). Run in C1CCOC1 (THF), O (water). Yields the product COC1=C(NC=C1)\C=C\1/C(NC2=CC=CC(=C12)C#CCCC(=O)O)=O ((Z)-5-[2,3-Dihydro-3-[(3-methoxy-1H-pyrrol-2-yl)methylene]-2-oxo-1H-indol-4-yl]-4-pentynoic acid). Reaction SMILES: C[O:2][C:3](=[O:26])[CH2:4][CH2:5][C:6]#[C:7][C:8]1[CH:16]=[CH:15][CH:14]=[C:13]2[C:9]=1/[C:10](=[CH:18]/[C:19]1[NH:20][CH:21]=[CH:22][C:23]=1[O:24][CH3:25])/[C:11](=[O:17])[NH:12]2.O[Li].O>C1COCC1.O>[CH3:25][O:24][C:23]1[CH:22]=[CH:21][NH:20][C:19]=1/[CH:18]=[C:10]1\[C:11](=[O:17])[NH:12][C:13]2[C:9]\1=[C:8]([C:7]#[C:6][CH2:5][CH2:4][C:3]([OH:26])=[O:2])[CH:16]=[CH:15][CH:14]=2 |f:1.2|. Procedure details: Using Method F above, (Z)-5-[2,3-dihydro-3-[(3-methoxy-1H-pyrrol-2-yl)methylene]-2-oxo-1H-indol-4-yl]-4-pentynoic acid methyl ester (50 mg, 0.14 mmol) (from Example 8 above) was hydrolyzed with LiOH.H2O (118 mg, 2.8 mmol) in THF (3 mL) and water (3 mL) for 22 h. (Yield 40 mg, 85%). The reactants are ice, BrC=1C=CC(=C(C1)O)F (5-bromo-2-fluorophenol), CN1N=NC(=C1)CO ((1-methyl-1H-[1,2,3]triazol-4-yl)methanol), C1(=CC=CC=C1)P(C1=CC=CC=C1)C1=CC=CC=C1 (triphenylphosphine), N(=NC(=O)OC(C)C)C(=O)OC(C)C (diisopropyl azodicarboxylate). The solvent is O1CCCC1 (tetrahydrofuran), C(C)(=O)O (acetic acid). Reaction conditions: time 12 hour. Product: BrC=1C=CC(=C(OCC=2N=NN(C2)C)C1)F (4-(5-bromo-2-fluorophenoxymethyl)-1-methyl-1H-[1,2,3]triazole). Yield: 66.4%. Reaction SMILES: [Br:1][C:2]1[CH:3]=[CH:4][C:5]([F:9])=[C:6]([OH:8])[CH:7]=1.[CH3:10][N:11]1[CH:15]=[C:14]([CH2:16]O)[N:13]=[N:12]1.C1(P(C2C=CC=CC=2)C2C=CC=CC=2)C=CC=CC=1.N(C(OC(C)C)=O)=NC(OC(C)C)=O>O1CCCC1.C(O)(=O)C>[Br:1][C:2]1[CH:3]=[CH:4][C:5]([F:9])=[C:6]([CH:7]=1)[O:8][CH2:16][C:14]1[N:13]=[N:12][N:11]([CH3:10])[CH:15]=1. Procedure details: An ice-cooled solution of 5-bromo-2-fluorophenol (1.91 g, 10 mmol), (1-methyl-1H-[1,2,3]triazol-4-yl)methanol (1.24 g, 11 mmol) and triphenylphosphine (3.93 g, 15 mmol) in tetrahydrofuran (50 ml) was treated dropwise with diisopropyl azodicarboxylate (3.03 g, 15 mmol) over 10 min. The resulting mixture was stirred to ambient temperature over 12 h and then glacial acetic acid (1 ml) was added. The reaction mixture was concentrated in vacuo then partitioned between ethyl acetate and 0.01N sodium h...